describe an organic reaction: reactants, conditions, products, and yield From a dataset of the Open Reaction Database (ORD), a public repository of structured organic reaction records. RXN SMILES: [CH3:10][Si:11]([N-:12][Si:13]([CH3:14])([CH3:15])[CH3:16])([CH3:17])[CH3:18].[CH3:20][c:21]1[cH:22][cH:23][cH:24][cH:25][cH:26]1.[CH3:27][O:28][S:29]([O:30][CH3:31])(=[O:32])=[O:33].[K+:19].[NH2:1][c:2]1[c:3]([Br:9])[cH:4][cH:5][c:6]([OH:8])[n:7]1.[O:34]=[CH:35][N:36]([CH3:37])[CH3:38]>>[NH2:1][c:2]1[c:3]([Br:9])[cH:4][cH:5][c:6]([O:8][CH3:10])[n:7]1. Product: COc1ccc(Br)c(N)n1. The reactants are C[Si](C)(C)[N-][Si](C)(C)C, Cc1ccccc1, COS(=O)(=O)OC, [K+], Nc1nc(O)ccc1Br, CN(C)C=O. Starting materials: C(C)(=O)C1=CC=C(C=C1)C(C)(C)NC(C)=O (N-(1-(4-acetylphenyl)-1-methylethyl)acetamide), [BH4-].[Na+] (sodium borohydride), Cl (hydrochloric acid). The solvent is CO (methanol). Conditions: time 2 hour. Product: OC(C)C1=CC=C(C=C1)C(C)(C)NC(C)=O (N-(1-(4-(1-Hydroxyethyl)phenyl)-1-methylethyl)acetamide). Yield: 83.6%. Reaction SMILES: [C:1]([C:4]1[CH:9]=[CH:8][C:7]([C:10]([NH:13][C:14](=[O:16])[CH3:15])([CH3:12])[CH3:11])=[CH:6][CH:5]=1)(=[O:3])[CH3:2].[BH4-].[Na+].Cl>CO>[OH:3][CH:1]([C:4]1[CH:9]=[CH:8][C:7]([C:10]([NH:13][C:14](=[O:16])[CH3:15])([CH3:11])[CH3:12])=[CH:6][CH:5]=1)[CH3:2] |f:1.2|. Procedure: To a solution of N-(1-(4-acetylphenyl)-1-methylethyl)acetamide (50.0 g) in methanol (400 ml) was added dropwise sodium borohydride (4.3 g) at below 5° C. over 30 min. The mixture was stirred at room temperature for 2 hr and 2N hydrochloric acid (60 ml) was added. The mixture was treated by a conventional method and the obtained crude crystals were recrystallized from ethanol to give the title compound (42.17 g) as white crystals. Reactants: C=C(O[Si](C)(C)C)c1ccc2ccccc2c1, CS(C)=O, O=C(C=Cc1ccc2c(c1)OCO2)c1ccccc1O. The product is O=C(CC(CC(=O)c1ccccc1O)c1ccc2c(c1)OCO2)c1ccc2ccccc2c1. As a reaction SMILES: [CH3:1][Si:2]([O:3][C:4](=[CH2:5])[c:6]1[cH:7][c:8]2[cH:9][cH:10][cH:11][cH:12][c:13]2[cH:14][cH:15]1)([CH3:16])[CH3:17].[CH3:38][S:39](=[O:40])[CH3:41].[OH:18][c:19]1[c:20]([C:25]([CH:26]=[CH:27][c:28]2[cH:29][c:30]3[c:31]([cH:32][cH:33]2)[O:34][CH2:35][O:36]3)=[O:37])[cH:21][cH:22][cH:23][cH:24]1>>[CH2:3]([C:4](=[O:5])[c:6]1[cH:7][c:8]2[cH:9][cH:10][cH:11][cH:12][c:13]2[cH:14][cH:15]1)[CH:27]([CH2:26][C:25]([c:20]1[c:19]([OH:18])[cH:24][cH:23][cH:22][cH:21]1)=[O:37])[c:28]1[cH:29][c:30]2[c:31]([cH:32][cH:33]1)[O:34][CH2:35][O:36]2. The reactants are CC(=O)O[BH-](OC(C)=O)OC(C)=O, CC(C)OC1CN(C(=O)OC(C)(C)C)CCC1=O, ClCCCl, NCc1ccccc1, [Na+]. The product is CC(C)OC1CN(C(=O)OC(C)(C)C)CCC1NCc1ccccc1. Reaction SMILES: [C:27]([O:28][BH-:29]([O:30][C:31](=[O:32])[CH3:33])[O:34][C:35](=[O:36])[CH3:37])(=[O:38])[CH3:39].[CH:1]([CH3:2])([CH3:3])[O:4][CH:5]1[CH2:6][N:7]([C:12](=[O:13])[O:14][C:15]([CH3:16])([CH3:17])[CH3:18])[CH2:8][CH2:9][C:10]1=[O:11].[Cl:41][CH2:42][CH2:43][Cl:44].[NH2:19][CH2:20][c:21]1[cH:22][cH:23][cH:24][cH:25][cH:26]1.[Na+:40]>>[CH:1]([CH3:2])([CH3:3])[O:4][CH:5]1[CH2:6][N:7]([C:12](=[O:13])[O:14][C:15]([CH3:16])([CH3:17])[CH3:18])[CH2:8][CH2:9][CH:10]1[NH:19][CH2:20][c:21]1[cH:22][cH:23][cH:24][cH:25][cH:26]1. Yield: 12.0%. Reported procedure: The title compound was prepared from 2-(3-bromo-phenyl)-4-trifluoromethyl-6-(4-trifluoromethyl-phenyl)-pyrimidine (example E.3) (0.45 g, 1.0 mmol) and 2,6-dimethyl-4-iodo-pyridine [CAS-No. 22282-67-3] (0.23 g, 1.0 mmol) according to the general procedure IVc. Obtained as a light yellow solid (0.057 g, 12%). MS (ISP) 474.2 [(M+H)+]; mp 159° C. Yields the product CC1=NC(=CC(=C1)C=1C=C(C=CC1)C1=NC(=CC(=N1)C(F)(F)F)C1=CC=C(C=C1)C(F)(F)F)C (2-[3-(2,6-Dimethyl-pyridin-4-yl)-phenyl]-4-trifluoromethyl-6-(4-trifluoromethyl-phenyl)-pyrimidine), solid. Starting materials: BrC=1C=C(C=CC1)C1=NC(=CC(=N1)C(F)(F)F)C1=CC=C(C=C1)C(F)(F)F (2-(3-bromo-phenyl)-4-trifluoromethyl-6-(4-trifluoromethyl-phenyl)-pyrimidine), CC1=NC(=CC(=C1)I)C (2,6-dimethyl-4-iodo-pyridine). Reaction SMILES: Br[C:2]1[CH:3]=[C:4]([C:8]2[N:13]=[C:12]([C:14]([F:17])([F:16])[F:15])[CH:11]=[C:10]([C:18]3[CH:23]=[CH:22][C:21]([C:24]([F:27])([F:26])[F:25])=[CH:20][CH:19]=3)[N:9]=2)[CH:5]=[CH:6][CH:7]=1.[CH3:28][C:29]1[CH:34]=[C:33](I)[CH:32]=[C:31]([CH3:36])[N:30]=1>>[CH3:28][C:29]1[CH:34]=[C:33]([C:2]2[CH:3]=[C:4]([C:8]3[N:13]=[C:12]([C:14]([F:15])([F:16])[F:17])[CH:11]=[C:10]([C:18]4[CH:19]=[CH:20][C:21]([C:24]([F:27])([F:25])[F:26])=[CH:22][CH:23]=4)[N:9]=3)[CH:5]=[CH:6][CH:7]=2)[CH:32]=[C:31]([CH3:36])[N:30]=1.